Dataset: the Open Reaction Database (ORD), a public repository of structured organic reaction records. Task: describe an organic reaction: reactants, conditions, products, and yield Reactants: N=C(c1ccccc1)c1ccccc1, Brc1cccc2[nH]c3c(c12)CCN(Cc1ccccc1)CC3, CCOC(C)=O, CC(C)(C)[O-], Cc1ccccc1, [Na+], O=C(C=Cc1ccccc1)C=Cc1ccccc1, O=C(C=Cc1ccccc1)C=Cc1ccccc1, O=C(C=Cc1ccccc1)C=Cc1ccccc1, O, [Pd], [Pd]. The product is c1ccc(CN2CCc3[nH]c4cccc(N=C(c5ccccc5)c5ccccc5)c4c3CC2)cc1. As a reaction SMILES: [C:23]([c:24]1[cH:25][cH:26][cH:27][cH:28][cH:29]1)([c:30]1[cH:31][cH:32][cH:33][cH:34][cH:35]1)=[NH:36].[CH2:1]([c:2]1[cH:3][cH:4][cH:5][cH:6][cH:7]1)[N:8]1[CH2:9][CH2:10][c:11]2[nH:12][c:13]3[cH:14][cH:15][cH:16][c:17]([Br:22])[c:18]3[c:19]2[CH2:20][CH2:21]1.[CH3:107][CH2:108][O:109][C:110](=[O:111])[CH3:112].[CH3:37][C:38]([CH3:39])([O-:40])[CH3:41].[CH3:44][c:45]1[cH:46][cH:47][cH:48][cH:49][cH:50]1.[Na+:42].[O:53]=[C:54]([CH:55]=[CH:56][c:57]1[cH:58][cH:59][cH:60][cH:61][cH:62]1)[CH:63]=[CH:64][c:65]1[cH:66][cH:67][cH:68][cH:69][cH:70]1.[O:71]=[C:72]([CH:73]=[CH:74][c:75]1[cH:76][cH:77][cH:78][cH:79][cH:80]1)[CH:81]=[CH:82][c:83]1[cH:84][cH:85][cH:86][cH:87][cH:88]1.[O:89]=[C:90]([CH:91]=[CH:92][c:93]1[cH:94][cH:95][cH:96][cH:97][cH:98]1)[CH:99]=[CH:100][c:101]1[cH:102][cH:103][cH:104][cH:105][cH:106]1.[OH2:43].[Pd:51].[Pd:52]>>[CH2:1]([c:2]1[cH:3][cH:4][cH:5][cH:6][cH:7]1)[N:8]1[CH2:9][CH2:10][c:11]2[nH:12][c:13]3[cH:14][cH:15][cH:16][c:17]([N:36]=[C:23]([c:24]4[cH:25][cH:26][cH:27][cH:28][cH:29]4)[c:30]4[cH:31][cH:32][cH:33][cH:34][cH:35]4)[c:18]3[c:19]2[CH2:20][CH2:21]1. Starting materials: COC=1C=C(C=2OC3=CC(=CC=C3C(C2)=O)OCC2CO2)C=C(C1OC)OC (3′,4′,5′-Trimethoxy-7-(2,3-epoxy-propoxy)-flavone), O1C(COC2=CC=C3C(C=C(OC3=C2)C2=CC(=C(C(=C2)OC)OC)OC)=O)C1 (7-(2,3-Epoxy-propoxy)-3′,4′,5′-trimethoxy-flavone), C1(=CC=CC=C1)N1CCNCC1 (1-phenyl piperazine). Run in CO (methanol). Yields the product OC(COC1=CC=C2C(C=C(OC2=C1)C1=CC(=C(C(=C1)OC)OC)OC)=O)CN1CCN(CC1)C1=CC=CC=C1 (7-[2-Hydroxy-3-(4-phenylpiperazin-1-yl)-propoxy]-3′,4′,5′-trimethoxy-flavone). Reaction SMILES: [CH3:1][O:2][C:3]1[CH:4]=[C:5]([CH:22]=[C:23]([O:27][CH3:28])[C:24]=1[O:25][CH3:26])[C:6]1[O:7][C:8]2[C:13]([C:14](=[O:16])[CH:15]=1)=[CH:12][CH:11]=[C:10]([O:17][CH2:18][CH:19]1[O:21][CH2:20]1)[CH:9]=2.[C:29]1([N:35]2[CH2:40][CH2:39][NH:38][CH2:37][CH2:36]2)[CH:34]=[CH:33][CH:32]=[CH:31][CH:30]=1>CO>[OH:21][CH:19]([CH2:20][N:38]1[CH2:39][CH2:40][N:35]([C:29]2[CH:34]=[CH:33][CH:32]=[CH:31][CH:30]=2)[CH2:36][CH2:37]1)[CH2:18][O:17][C:10]1[CH:9]=[C:8]2[C:13]([C:14](=[O:16])[CH:15]=[C:6]([C:5]3[CH:22]=[C:23]([O:27][CH3:28])[C:24]([O:25][CH3:26])=[C:3]([O:2][CH3:1])[CH:4]=3)[O:7]2)=[CH:12][CH:11]=1. Procedure: 3′,4′,5′-Trimethoxy-7-(2,3-epoxy-propoxy)-flavone, 31 (1.1 g, 3 mmol) and 1-phenyl piperazine (0.5 mL, 3.27 mmol) in dry methanol (130 mL) were reacted in a similar manner to that described under 34 to afford 42. Yield 1.4 g (85%); mp 170-171° C.; MS (FAB) 547 (M++1); IR (KBr) 3406, 1635; 1H NMR (200 MHz, CDCl3) δ 8.13 (d, J=9.5 Hz, 1H), 7.27 (t, J=7.9 Hz, 2H), 7.10 (s, 2H), 7.04-7.01 (m, 2H), 6.95-6.87 (m, 3H), 6.70 (s, 1H), 4.21-4.12 (m, 3H), 3.95 (s, 6H), 3.93 (s, 3H), 3.23 (t, J=4.6 Hz, 4H),...